From a dataset of the Open Reaction Database (ORD), a public repository of structured organic reaction records. describe an organic reaction: reactants, conditions, products, and yield Starting materials: O=C([O-])O, ClCCl, ClCCl, COc1ccncc1B(O)O, CO, COCCOC, CCCNC(=O)c1nnc2c(I)cccc2c1N, [Na+], c1ccc(P(c2ccccc2)(c2ccccc2)[Pd](P(c2ccccc2)(c2ccccc2)c2ccccc2)(P(c2ccccc2)(c2ccccc2)c2ccccc2)P(c2ccccc2)(c2ccccc2)c2ccccc2)cc1. The product is CCCNC(=O)c1nnc2c(-c3cnccc3OC)cccc2c1N. As a reaction SMILES: [C:19](=[O:20])([OH:21])[O-:22].[CH2:37]([Cl:38])[Cl:39].[CH2:46]([Cl:47])[Cl:48].[CH3:24][O:25][c:26]1[c:27]([B:32]([OH:33])[OH:34])[cH:28][n:29][cH:30][cH:31]1.[CH3:35][OH:36].[CH3:40][O:41][CH2:42][CH2:43][O:44][CH3:45].[NH2:1][c:2]1[c:3]([C:13](=[O:14])[NH:15][CH2:16][CH2:17][CH3:18])[n:4][n:5][c:6]2[c:7]([I:12])[cH:8][cH:9][cH:10][c:11]12.[Na+:23].[cH:49]1[cH:50][cH:51][c:52]([P:53]([Pd:54]([P:55]([c:56]2[cH:57][cH:58][cH:59][cH:60][cH:61]2)([c:62]2[cH:63][cH:64][cH:65][cH:66][cH:67]2)[c:68]2[cH:69][cH:70][cH:71][cH:72][cH:73]2)([P:74]([c:75]2[cH:76][cH:77][cH:78][cH:79][cH:80]2)([c:81]2[cH:82][cH:83][cH:84][cH:85][cH:86]2)[c:87]2[cH:88][cH:89][cH:90][cH:91][cH:92]2)[P:93]([c:94]2[cH:95][cH:96][cH:97][cH:98][cH:99]2)([c:100]2[cH:101][cH:102][cH:103][cH:104][cH:105]2)[c:106]2[cH:107][cH:108][cH:109][cH:110][cH:111]2)([c:112]2[cH:113][cH:114][cH:115][cH:116][cH:117]2)[c:118]2[cH:119][cH:120][cH:121][cH:122][cH:123]2)[cH:124][cH:125]1>>[NH2:1][c:2]1[c:3]([C:13](=[O:14])[NH:15][CH2:16][CH2:17][CH3:18])[n:4][n:5][c:6]2[c:7](-[c:27]3[c:26]([O:25][CH3:24])[cH:31][cH:30][n:29][cH:28]3)[cH:8][cH:9][cH:10][c:11]12. Reactants: BrCCCS(=O)(=O)C (1-Bromo-3-methanesulfonylpropane), CNC (dimethylamine). Solvent: CCOCC (Et2O), CCOCC (Et2O). Conditions: time 8 hour. Product: CS(=O)(=O)CCCN(C)C ((3-Methanesulfonylpropyl)dimethylamine). Yield: 101.7%. RXN SMILES: Br[CH2:2][CH2:3][CH2:4][S:5]([CH3:8])(=[O:7])=[O:6].[CH3:9][NH:10][CH3:11]>CCOCC>[CH3:8][S:5]([CH2:4][CH2:3][CH2:2][N:10]([CH3:11])[CH3:9])(=[O:7])=[O:6]. Reported procedure: 1-Bromo-3-methanesulfonylpropane (500 mg, 2.5 mmol) was suspended in a dimethylamine solution (2 M in THF; 10 mL, 20 mmol) and stirred at RT, resulting in a crystalline solid. The reaction was left to stand overnight and the reaction mixture was then diluted with Et2O (10 mL) and filtered. The filtrate was concentrated in vacuo resulting in an orange oily solid which was redissolved in Et2O (10 mL), filtered and concentrated in vacuo to give the title compound as an orange oil (420 mg).